This data is from the Open Reaction Database (ORD), a public repository of structured organic reaction records. The task is: describe an organic reaction: reactants, conditions, products, and yield Starting materials: Cl (HCl), [BH-](OC(=O)C)(OC(=O)C)OC(=O)C.[Na+] (NaB(OAc)3H), N1CCCC1 (pyrrolidine), CC1=C(C=O)C=CC(=C1)O (2-methyl-4-hydroxybenzaldehyde). Solvent: C(Cl)Cl (CH2Cl2). The product is CC1=C(C=CC(=C1)CN1CCCC1)O (2-Methyl-4-(pyrrolidin-1-ylmethyl)phenol). The yield is 85.6%. RXN SMILES: [BH-](O[C:11]([CH3:13])=[O:12])(OC(C)=O)OC(C)=O.[Na+].[NH:15]1[CH2:19][CH2:18][CH2:17][CH2:16]1.[CH3:20][C:21]1[CH:28]=C(O)[CH:26]=[CH:25][C:22]=1C=O.Cl>C(Cl)Cl>[CH3:26][C:25]1[CH:22]=[C:21]([CH2:28][N:15]2[CH2:19][CH2:18][CH2:17][CH2:16]2)[CH:20]=[CH:13][C:11]=1[OH:12] |f:0.1|. Reported procedure: NaB(OAc)3H (11.8 g, 0.056 mol) was added in portions for 15 min to a mixture of pyrrolidine (3.3 mL, 0.041 mol) and 2-methyl-4-hydroxybenzaldehyde (5 g, 0.037 mol) in CH2Cl2 (100 mL) under vigorous stirring and cooling with an ice bath in an atmosphere of argon Ar. The mixture was stirred for 20 h and cooled with an ice bath. Concentrated HCl (10 mL) was added. The organic layer was separated and discarded. The aqueous one was alkalized with K2CO3 to pH 9 (30 mL) and extracted with EtOAc (4×100 ... The reactants are C(C)(=O)OCC.CCCCCC (ethyl acetate n-hexane), ClCC1=NC=CC=C1C (2-chloromethyl-3-methylpyridine), SC1=NC2=C(N1)C=C1C(C(C(C1=C2)(C)C)=O)(C)C (5.7-dihydro-2-mercapto-5,5,7,7 -tetramethylindeno[5,6-d]imidazol-6(1H )-one), C(C)(C)(C)[O-].[K+] (potassium t-butanolate). The solvent is C(C)(C)(C)O (t-butanol). Reaction conditions: time 18 hour. The product is CC1(C(C(C2=CC=3NC(=NC3C=C12)SCC1=NC=CC=C1C)(C)C)=O)C (5,7-dihydro-5,5,7,7-tetramethyl-2-[[(3-methyl-2 -pyridyl)methyl]thio]indeno[5,6-d]imidazol-6(1H )-one). Reaction SMILES: [SH:1][C:2]1[NH:6][C:5]2[CH:7]=[C:8]3[C:12](=[CH:13][C:4]=2[N:3]=1)[C:11]([CH3:15])([CH3:14])[C:10](=[O:16])[C:9]3([CH3:18])[CH3:17].C([O-])(C)(C)C.[K+].Cl[CH2:26][C:27]1[C:32]([CH3:33])=[CH:31][CH:30]=[CH:29][N:28]=1.C(OCC)(=O)C.CCCCCC>C(O)(C)(C)C>[CH3:15][C:11]1([CH3:14])[C:12]2[C:8](=[CH:7][C:5]3[NH:6][C:2]([S:1][CH2:26][C:27]4[C:32]([CH3:33])=[CH:31][CH:30]=[CH:29][N:28]=4)=[N:3][C:4]=3[CH:13]=2)[C:9]([CH3:18])([CH3:17])[C:10]1=[O:16] |f:1.2,4.5|. Procedure: A suspension of 5.2 g of 5.7-dihydro-2-mercapto-5,5,7,7 -tetramethylindeno[5,6-d]imidazol-6(1H )-one and 2.6 g of potassium t-butanolate is treated under argon with a solution of 3 g of 2-chloromethyl-3-methylpyridine in 30 ml of t-butanol and the mixture is stirred for 18 hours. After concentrating the mixture the residue is acidified with glacial acetic acid and dissolved in methylene chloride, whereupon 10% sodium bicarbonate solution is added thereto. the mixture is extracted and the methyle... Run in CO (methanol). The product is C(C)(C)(C)OC(C[C@H](C(=O)O)CCCC1=CC=CC=C1)=O ((R)-2-[2-(tert-butoxy)-2-oxoethyl]-5-phenylpentanoic acid). Isolated yield 99.2%. RXN SMILES: [C:1]([O:5][C:6](=[O:21])[CH2:7]/[C:8](=[CH:12]\[CH2:13][CH2:14][C:15]1[CH:20]=[CH:19][CH:18]=[CH:17][CH:16]=1)/[C:9]([OH:11])=[O:10])([CH3:4])([CH3:3])[CH3:2]>CO>[C:1]([O:5][C:6](=[O:21])[CH2:7][C@@H:8]([CH2:12][CH2:13][CH2:14][C:15]1[CH:16]=[CH:17][CH:18]=[CH:19][CH:20]=1)[C:9]([OH:11])=[O:10])([CH3:4])([CH3:2])[CH3:3]. Reported procedure: A solution of (E)-2-[2-(tert-butoxy)-2-oxoethyl]-5-phenyl-2-pentenoic acid (5.8 g, 20 mmol) and 1,1′-bis[(2S,4S)-2,4-diethylphosphetano]ferrocene-(1,5-cyclooctadiene)-rhodium (I) tetrafluoroborate (7.4 mg, 10 μmol) in methanol (10 ml) was stirred at 20-25° C. for 24 hours, under hydrogen (4 atmospheres, 60 p.s.i.). The mixture was then concentrated in vacuo to leave the title compound as a yellow oil (5.8 g, 98% conversion, enantiomeric excess=97%, 95% pure by NMR). Reactants: C(C)(C)(C)OC(C/C(/C(=O)O)=C\CCC1=CC=CC=C1)=O ((E)-2-[2-(tert-butoxy)-2-oxoethyl]-5-phenyl-2-pentenoic acid), 1,1′-bis[(2S,4S)-2,4-diethylphosphetano]ferrocene-(1,5-cyclooctadiene)-rhodium (I) tetrafluoroborate.